This data is from the Open Reaction Database (ORD), a public repository of structured organic reaction records. The task is: describe an organic reaction: reactants, conditions, products, and yield The reactants are FC(C1=NC(=NC=C1)NC=1C=C(C=C(C1)C)C=1C=NC(=NC1)C[C@@H]1CC[C@H](CC1)C(=O)OC)F (methyl trans-4-{[5-(3-{[4-(difluoromethyl)pyrimidin-2-yl]amino}-5-methylphenyl)pyrimidin-2-yl]methyl}cyclohexanecarboxylate), O.[OH-].[Li+] (lithium hydroxide monohydrate), Cl (HCl). Run in C1CCOC1 (THF), O (water), O (water). Conditions: temperature 60 celsius, time 8 hour. Product: FC(C1=NC(=NC=C1)NC=1C=C(C=C(C1)C)C=1C=NC(=NC1)C[C@@H]1CC[C@H](CC1)C(=O)O)F (trans-4-{[5-(3-{[4-(difluoromethyl)pyrimidin-2-yl]amino}-5-methylphenyl)pyrimidin-2-yl]methyl}cyclohexanecarboxylic acid). Reaction SMILES: [F:1][CH:2]([F:34])[C:3]1[CH:8]=[CH:7][N:6]=[C:5]([NH:9][C:10]2[CH:11]=[C:12]([C:17]3[CH:18]=[N:19][C:20]([CH2:23][C@H:24]4[CH2:29][CH2:28][C@H:27]([C:30]([O:32]C)=[O:31])[CH2:26][CH2:25]4)=[N:21][CH:22]=3)[CH:13]=[C:14]([CH3:16])[CH:15]=2)[N:4]=1.O.[OH-].[Li+].Cl>C1COCC1.O>[F:34][CH:2]([F:1])[C:3]1[CH:8]=[CH:7][N:6]=[C:5]([NH:9][C:10]2[CH:11]=[C:12]([C:17]3[CH:22]=[N:21][C:20]([CH2:23][C@H:24]4[CH2:29][CH2:28][C@H:27]([C:30]([OH:32])=[O:31])[CH2:26][CH2:25]4)=[N:19][CH:18]=3)[CH:13]=[C:14]([CH3:16])[CH:15]=2)[N:4]=1 |f:1.2.3|. Reported procedure: To a solution of methyl trans-4-{[5-(3-{[4-(difluoromethyl)pyrimidin-2-yl]amino}-5-methylphenyl)pyrimidin-2-yl]methyl}cyclohexanecarboxylate (60 mg, 0.13 mmol) in THF (2 mL) and water (0.5 mL) was added lithium hydroxide monohydrate (16 mg, 0.39 mmol) and then the reaction mixture was stirred at 60° C. for 8 hours. After cooling to room temperature, water was added to the mixture and the pH was adjusted to pH 2 by the addition of aqueous 1M HCl. The mixture was extracted with ethyl acetate, and ... The reactants are C(C)(C)(C)OC(=O)N[C@@](C(=O)O)(CCC1=CC=C(C=C1)OCCCCCCC)C ((R)-2-tert-butoxycarbonylamino-4-(4-heptyloxy-phenyl)-2-methyl-butyric acid), FC(C(=O)O)(F)F (trifluoroacetic acid). Solvent: C(Cl)Cl (CH2Cl2). Run at time 8 hour. Product: N[C@@](C(=O)O)(CCC1=CC=C(C=C1)OCCCCCCC)C ((R)-2-Amino-4-(4-heptyloxy-phenyl)-2-methyl-butanoic acid). As a reaction SMILES: C(OC([NH:8][C@:9]([CH3:29])([CH2:13][CH2:14][C:15]1[CH:20]=[CH:19][C:18]([O:21][CH2:22][CH2:23][CH2:24][CH2:25][CH2:26][CH2:27][CH3:28])=[CH:17][CH:16]=1)[C:10]([OH:12])=[O:11])=O)(C)(C)C.FC(F)(F)C(O)=O>C(Cl)Cl>[NH2:8][C@:9]([CH3:29])([CH2:13][CH2:14][C:15]1[CH:16]=[CH:17][C:18]([O:21][CH2:22][CH2:23][CH2:24][CH2:25][CH2:26][CH2:27][CH3:28])=[CH:19][CH:20]=1)[C:10]([OH:12])=[O:11]. Procedure details: To a stirred solution of (R)-2-tert-butoxycarbonylamino-4-(4-heptyloxy-phenyl)-2-methyl-butyric acid (43 mg, 0.11 mMol) in CH2Cl2 (2 ml) is added trifluoroacetic acid (0.1 ml). The mixture is stirred at RT for 8 hours. After that time, the reaction mixture is concentrated under reduced pressure. Column chromatography eluting with 5%→25% MeOH in CH2Cl2 gives the title compound as a colourless oil. Starting materials: NC=1C=CC(=C2CN(C(C12)=O)C)OC (7-Amino-4-methoxy-2-methyl-2,3-dihydro-1H-isoindol-1-one), C(C)OC1=C2CN(C(C2=C(C=C1)[N+](=O)[O-])=O)C (4-Ethoxy-2-methyl-7-nitro-2,3-dihydro-1H-isoindol-1-one), ( 100 ), NC=1C=CC(=C2CN(C(C12)=O)C)OC (7-Amino-4-methoxy-2-methyl-2,3-dihydro-1H-isoindol-1-one), C(C)OC1=C2CN(C(C2=C(C=C1)[N+](=O)[O-])=O)C (4-Ethoxy-2-methyl-7-nitro-2,3-dihydro-1H-isoindol-1-one). Product: NC=1C=CC(=C2CN(C(C12)=O)C)OCC (7-Amino-4-ethoxy-2-methyl-2,3-dihydro-1H-isoindol-1-one). Reaction SMILES: NC1C=CC(OC)=C2C=1C(=O)N(C)C2.[CH2:15]([O:17][C:18]1[CH:26]=[CH:25][C:24]([N+:27]([O-])=O)=[C:23]2[C:19]=1[CH2:20][N:21]([CH3:31])[C:22]2=[O:30])[CH3:16]>>[NH2:27][C:24]1[CH:25]=[CH:26][C:18]([O:17][CH2:15][CH3:16])=[C:19]2[C:23]=1[C:22](=[O:30])[N:21]([CH3:31])[CH2:20]2. Reported procedure: The title compound was prepare according to the procedure for 7-Amino-4-methoxy-2-methyl-2,3-dihydro-1H-isoindol-1-one (Compound 205A) using 4-Ethoxy-2-methyl-7-nitro-2,3-dihydro-1H-isoindol-1-one (Compound 206B). MS (ES+): m/z 207.16 (100) [MH+]; HPLC: tR=0.78 min (UPLC, analytical). Starting materials: BrC=1C=NC=CC1Cl (3-bromo-4-chloropyridine), C1(CC1)C=NS(=O)(=O)C (N-(cyclopropylmethylene)methanesulfonamide), CI (MeI), [Li+].CC(C)[N-]C(C)C (LDA), [Li]CCCC (BuLi). Run in C1CCOC1 (THF), C1CCOC1 (THF), O (Water), C1CCOC1 (THF), C1CCOC1 (THF). Run at temperature -78 celsius, time 2 hour. The product is BrC=1C(=C(C=NC1)C(N(S(=O)(=O)C)C)C1CC1)Cl (N-((5-bromo-4-chloropyridin-3-yl)(cyclopropyl)methyl)-N-methylmethanesulfonamide). RXN SMILES: [Li][CH2:2][CH2:3][CH2:4][CH3:5].[Li+].CC([N-]C(C)C)C.[Br:14][C:15]1[CH:16]=[N:17][CH:18]=[CH:19][C:20]=1[Cl:21].C1([CH:25]=[N:26][S:27]([CH3:30])(=[O:29])=[O:28])CC1.CI>C1COCC1.O>[Br:14][C:15]1[C:20]([Cl:21])=[C:19]([CH:2]([CH:3]2[CH2:5][CH2:4]2)[N:26]([CH3:25])[S:27]([CH3:30])(=[O:29])=[O:28])[CH:18]=[N:17][CH:16]=1 |f:1.2|. Reported procedure: To a solution of DIPA (1.71 mL, 12 mmol) in THF (50 mL) at −78° C. was added 1.6M BuLi (7.5 mL, 12.0 mmol) and the mixture was stirred at −78° C. for 2 h. The LDA solution was cannulated into a solution of 3-bromo-4-chloropyridine (2.117 g, 11 mmol) in THF (50 mL) at −78° C., and the mixture was stirred at −78° C. for 1 h. A solution of N-(cyclopropylmethylene)methanesulfonamide (10 mmol, crude mixture) in THF (50 mL) was added and the mixture was stirred at −78° C. for 1 h. A solution of MeI (0...